This data is from the Open Reaction Database (ORD), a public repository of structured organic reaction records. The task is: describe an organic reaction: reactants, conditions, products, and yield Starting materials: FC1=CC(=CC(=C1)C(F)(F)F)[N+](=O)[O-] (1-fluoro-3-nitro-5-(trifluoromethyl)benzene), C(=O)([O-])[O-].[K+].[K+] (K2CO3), CC1=NNC=C1 (3-methyl-1H-pyrazole). The solvent is C(Cl)Cl (DCM), CN(C)C=O (DMF). Reaction conditions: temperature 110 celsius. The product is CC1=NN(C=C1)C1=CC(=CC(=C1)C(F)(F)F)[N+](=O)[O-] (3-methyl-1-(3-nitro-5-(trifluoromethyl)phenyl)-1H-pyrazole). Isolated yield 42.1%. Reaction SMILES: F[C:2]1[CH:7]=[C:6]([C:8]([F:11])([F:10])[F:9])[CH:5]=[C:4]([N+:12]([O-:14])=[O:13])[CH:3]=1.C([O-])([O-])=O.[K+].[K+].[CH3:21][C:22]1[CH:26]=[CH:25][NH:24][N:23]=1>CN(C=O)C.C(Cl)Cl>[CH3:21][C:22]1[CH:26]=[CH:25][N:24]([C:2]2[CH:7]=[C:6]([C:8]([F:11])([F:10])[F:9])[CH:5]=[C:4]([N+:12]([O-:14])=[O:13])[CH:3]=2)[N:23]=1 |f:1.2.3|. Reported procedure: To a solution of 1-fluoro-3-nitro-5-(trifluoromethyl)benzene (500 mg, 2.391 mmol) and K2CO3 (496 mg, 3.59 mmol) in DMF (10 mL) was added 3-methyl-1H-pyrazole (196 mg, 2.391 mmol) in one portion. Then the mixture stirred under N2 was heated to 110° C. and reacted for 15 h. LCMS analysis showed the starting material disappeared. The solvent was removed in vacuo and the residue obtained was dissolved in DCM (40 mL) and washed with H2O (15 mL) and brine (15 mL). The organic layer was dried over Na2S... Starting materials: C1CCOC1, CC=Cc1cc(C(=O)OCC)cc(C)n1. Yields the product CCCc1cc(C(=O)OCC)cc(C)n1. RXN SMILES: [CH2:16]1[O:17][CH2:18][CH2:19][CH2:20]1.[CH2:1]([CH3:2])[O:3][C:4]([c:5]1[cH:6][c:7]([CH:12]=[CH:13][CH3:14])[n:8][c:9]([CH3:11])[cH:10]1)=[O:15]>>[CH2:1]([CH3:2])[O:3][C:4]([c:5]1[cH:6][c:7]([CH2:12][CH2:13][CH3:14])[n:8][c:9]([CH3:11])[cH:10]1)=[O:15]. Starting materials: CCOC(=O)C1CCN(Cc2ccc(NC(=C3C(=O)Nc4ccc([N+](=O)[O-])cc43)c3ccccc3)cc2)CC1, CCO, [Na+], [OH-]. Product: O=C1Nc2ccc([N+](=O)[O-])cc2C1=C(Nc1ccc(CN2CCC(C(=O)O)CC2)cc1)c1ccccc1. RXN SMILES: [CH2:1]([CH3:2])[O:3][C:4](=[O:5])[CH:6]1[CH2:7][CH2:8][N:9]([CH2:12][c:13]2[cH:14][cH:15][c:16]([NH:19][C:20]([c:21]3[cH:22][cH:23][cH:24][cH:25][cH:26]3)=[C:27]3[C:28](=[O:39])[NH:29][c:30]4[cH:31][cH:32][c:33]([N+:36](=[O:37])[O-:38])[cH:34][c:35]43)[cH:17][cH:18]2)[CH2:10][CH2:11]1.[CH3:42][CH2:43][OH:44].[Na+:41].[OH-:40]>>[O:3]=[C:4]([OH:5])[CH:6]1[CH2:7][CH2:8][N:9]([CH2:12][c:13]2[cH:14][cH:15][c:16]([NH:19][C:20]([c:21]3[cH:22][cH:23][cH:24][cH:25][cH:26]3)=[C:27]3[C:28](=[O:39])[NH:29][c:30]4[cH:31][cH:32][c:33]([N+:36](=[O:37])[O-:38])[cH:34][c:35]43)[cH:17][cH:18]2)[CH2:10][CH2:11]1. Starting materials: CC1(C)SC2C(N)C(=O)N2C1c1nnn[nH]1, O=C(O)C(C(=O)O)c1ccsc1. RXN SMILES: [NH2:13][CH:14]1[CH:15]2[N:16]([CH:17]([c:22]3[n:23][n:24][n:25][nH:26]3)[C:18]([CH3:20])([CH3:21])[S:19]2)[C:27]1=[O:28].[s:1]1[cH:2][c:3]([CH:6]([C:7](=[O:8])[OH:9])[C:10](=[O:11])[OH:12])[cH:4][cH:5]1>>[s:1]1[cH:2][c:3]([CH:6]([C:7](=[O:9])[NH:13][CH:14]2[CH:15]3[N:16]([CH:17]([c:22]4[nH:23][n:24][n:25][n:26]4)[C:18]([CH3:20])([CH3:21])[S:19]3)[C:27]2=[O:28])[C:10](=[O:11])[OH:12])[cH:4][cH:5]1. Yields the product CC1(C)SC2C(NC(=O)C(C(=O)O)c3ccsc3)C(=O)N2C1c1nnn[nH]1. Reactants: C(C1=CC=CC=C1)OC(=O)N1[C@H]([C@H]([C@@H]([C@H]1CO)COCC1=CC=CC=C1)NC(=O)OC(C)(C)C)C1=CC=CC=C1 ((2S*,3S*,4S*,5S*)-1-benzyloxycarbonyl-4-benzyloxymethyl-3-[N-(t-butoxycarbonyl)amino]-5-hydroxymethyl-2-phenylpyrrolidine), C1=CC=C(C=C1)P(C2=CC=CC=C2)C3=CC=CC=C3 (Ph3P), II (I2), [O-]S(=O)[O-].[Na+].[Na+] (Na2SO3), II (I2). Run in C1(=CC=CC=C1)C (PhMe). The product is C(C1=CC=CC=C1)OC(=O)N1[C@H]([C@H]([C@@H]([C@H]1CI)COCC1=CC=CC=C1)NC(=O)OC(C)(C)C)C1=CC=CC=C1 ((2S*,3S*,4S*,5S*)-1-Benzyloxycarbonyl-4-benzyloxymethyl-3-[N-(t-butoxycarbonyl)amino]-5-iodomethyl-2-phenylpyrrolidine). Isolated yield 211.4%. Reaction SMILES: [CH2:1]([O:8][C:9]([N:11]1[C@H:15]([CH2:16]O)[C@@H:14]([CH2:18][O:19][CH2:20][C:21]2[CH:26]=[CH:25][CH:24]=[CH:23][CH:22]=2)[C@H:13]([NH:27][C:28]([O:30][C:31]([CH3:34])([CH3:33])[CH3:32])=[O:29])[C@@H:12]1[C:35]1[CH:40]=[CH:39][CH:38]=[CH:37][CH:36]=1)=[O:10])[C:2]1[CH:7]=[CH:6][CH:5]=[CH:4][CH:3]=1.C1C=CC(P(C2C=CC=CC=2)C2C=CC=CC=2)=CC=1.[I:60]I.[O-]S([O-])=O.[Na+].[Na+]>C1(C)C=CC=CC=1>[CH2:1]([O:8][C:9]([N:11]1[C@H:15]([CH2:16][I:60])[C@@H:14]([CH2:18][O:19][CH2:20][C:21]2[CH:26]=[CH:25][CH:24]=[CH:23][CH:22]=2)[C@H:13]([NH:27][C:28]([O:30][C:31]([CH3:34])([CH3:33])[CH3:32])=[O:29])[C@@H:12]1[C:35]1[CH:40]=[CH:39][CH:38]=[CH:37][CH:36]=1)=[O:10])[C:2]1[CH:7]=[CH:6][CH:5]=[CH:4][CH:3]=1 |f:3.4.5|. Procedure: To a stirred mixture of (2S*,3S*,4S*,5S*)-1-benzyloxycarbonyl-4-benzyloxymethyl-3-[N-(t-butoxycarbonyl)amino]-5-hydroxymethyl-2-phenylpyrrolidine (9.00 g, 16.5 mmol), Ph3P (10.8 g, 41.3 mmol) and Im (2.81 g, 41.3 mmol) in dry PhMe (240 ml) was added I2 (8.38 g, 33.0 mmol) in one portion at room temperature. After stirring and heating at a gentle reflux for an hour, the dark brown mixture was allowed to cool to room temperature, and then sat. Na2SO3 aq. solution (70 ml) was added until the dark c... Starting materials: C(=O)[C@]12[C@@H]([C@H]3CC[C@@H]4[C@]5(CC=C(C([C@@H]5CC[C@]4([C@@]3(CC1)C)C)(C)C)C1=CC=C(C(=O)OC(C)(C)C)C=C1)C)[C@@H](CC2)C(=C)C (tert-butyl 4-((1R,3aS,5aR,5bR,7aR,11aS,11bR,13aR,13bR)-3a-formyl-5a,5b,8,8,11a-pentamethyl-1-(prop-1-en-2-yl)-2,3,3a,4,5,5a,5b,6,7,7a,8,11,11a,11b,12,13,13a,13b-octadecahydro-1H-cyclopenta[a]chrysen-9-yl)benzoate), C(C)(=O)O (acetic acid), NCCN1CCN(CC1)C(=O)OC(C)(C)C (4-N-(2-Aminoethyl)-1-N-Boc-piperazine), C(C)(=O)O[BH-](OC(C)=O)OC(C)=O.[Na+] (sodium triacetoxyborohydride). Run in ClCCCl (DCE), C(=O)(O)[O-].[Na+] (NaHCO3). Run at time 2 hour. Yields the product C(C)(C)(C)OC(=O)C1=CC=C(C=C1)C=1C([C@@H]2CC[C@]3([C@@]4(CC[C@@]5([C@@H]([C@H]4CC[C@@H]3[C@]2(CC1)C)[C@@H](CC5)C(=C)C)CNCCN5CCN(CC5)C(=O)OC(C)(C)C)C)C)(C)C (tert-butyl 4-(2-(((1R,3aS,5aR,5bR,7aR,11aS,11bR,13aR,13bR)-9-(4-(tert-butoxycarbonyl)phenyl)-5a,5b,8,8,11a-pentamethyl-1-(prop-1-en-2-yl)-2,3,3a,4,5,5a,5b,6,7,7a,8,11,11a,11b,12,13,13a,13b-octadecahydro-1H-cyclopenta[a]chrysen-3a-yl)methylamino)ethyl)piperazine-1-carboxylate). RXN SMILES: [CH:1]([C@:3]12[CH2:41][CH2:40][C@@H:39]([C:42]([CH3:44])=[CH2:43])[C@@H:4]1[C@@H:5]1[C@@:18]([CH3:21])([CH2:19][CH2:20]2)[C@@:17]2([CH3:22])[C@@H:8]([C@:9]3([CH3:38])[C@@H:14]([CH2:15][CH2:16]2)[C:13]([CH3:24])([CH3:23])[C:12]([C:25]2[CH:37]=[CH:36][C:28]([C:29]([O:31][C:32]([CH3:35])([CH3:34])[CH3:33])=[O:30])=[CH:27][CH:26]=2)=[CH:11][CH2:10]3)[CH2:7][CH2:6]1)=O.C(O)(=O)C.[NH2:49][CH2:50][CH2:51][N:52]1[CH2:57][CH2:56][N:55]([C:58]([O:60][C:61]([CH3:64])([CH3:63])[CH3:62])=[O:59])[CH2:54][CH2:53]1.C(O[BH-](OC(=O)C)OC(=O)C)(=O)C.[Na+]>ClCCCl.C([O-])(O)=O.[Na+]>[C:32]([O:31][C:29]([C:28]1[CH:27]=[CH:26][C:25]([C:12]2[C:13]([CH3:24])([CH3:23])[C@H:14]3[C@:9]([CH3:38])([CH2:10][CH:11]=2)[C@@H:8]2[C@:17]([CH3:22])([C@@:18]4([CH3:21])[C@H:5]([CH2:6][CH2:7]2)[C@H:4]2[C@H:39]([C:42]([CH3:44])=[CH2:43])[CH2:40][CH2:41][C@:3]2([CH2:1][NH:49][CH2:50][CH2:51][N:52]2[CH2:57][CH2:56][N:55]([C:58]([O:60][C:61]([CH3:64])([CH3:63])[CH3:62])=[O:59])[CH2:54][CH2:53]2)[CH2:20][CH2:19]4)[CH2:16][CH2:15]3)=[CH:37][CH:36]=1)=[O:30])([CH3:35])([CH3:34])[CH3:33] |f:3.4,6.7|. Procedure details: To a solution of tert-butyl 4-((1R,3aS,5aR,5bR,7aR,11aS,11bR,13aR,13bR)-3a-formyl-5a,5b,8,8,11a-pentamethyl-1-(prop-1-en-2-yl)-2,3,3a,4,5,5a,5b,6,7,7a,8,11,11a,11b,12,13,13a,13b-octadecahydro-1H-cyclopenta[a]chrysen-9-yl)benzoate (0.1 g, 0.167 mmol) in DCE (2 ml) was added acetic acid (0.019 ml, 0.334 mmol) and 4-N-(2-Aminoethyl)-1-N-Boc-piperazine (0.077 g, 0.334 mmol). The mixture was stirred at rt for 2 h then to the mixture was added sodium triacetoxyborohydride (0.177 g, 0.835 mmol). The mi... Reactants: COC(C1=C(C=C(C=C1)CN(C(=O)OC(C)(C)C)C(=O)OC(C)(C)C)[N+](=O)[O-])=O (4-(di-tert-butoxycarbonylamino-methyl)-2-nitro-benzoic acid methyl ester), FC(C(=O)O)(F)F (trifluoroacetic acid), C([O-])(O)=O.[Na+] (sodium bicarbonate). The solvent is C(Cl)Cl (methylene chloride). Run at time 8 hour. Product: COC(C1=C(C=C(C=C1)CNC(=O)OC(C)(C)C)[N+](=O)[O-])=O (4-(tert-butoxycarbonylamino-methyl)-2-nitro-benzoic acid methyl ester). RXN SMILES: [CH3:1][O:2][C:3](=[O:29])[C:4]1[CH:9]=[CH:8][C:7]([CH2:10][N:11](C(OC(C)(C)C)=O)[C:12]([O:14][C:15]([CH3:18])([CH3:17])[CH3:16])=[O:13])=[CH:6][C:5]=1[N+:26]([O-:28])=[O:27].FC(F)(F)C(O)=O.C(=O)(O)[O-].[Na+]>C(Cl)Cl>[CH3:1][O:2][C:3](=[O:29])[C:4]1[CH:9]=[CH:8][C:7]([CH2:10][NH:11][C:12]([O:14][C:15]([CH3:18])([CH3:16])[CH3:17])=[O:13])=[CH:6][C:5]=1[N+:26]([O-:28])=[O:27] |f:2.3|. Procedure details: To a stirred brown solution of 4-(di-tert-butoxycarbonylamino-methyl)-2-nitro-benzoic acid methyl ester (95.97 g, 233.8 mmol) in methylene chloride (800 mL), was added trifluoroacetic acid (33.87 mL, 455.9 mmol), and the mixture was stirred at room temperature overnight. Sat. sodium bicarbonate (500 mL) was added to the solution, and the mixture was stirred for 10 minutes. The organic layer was separated, dried over magnesium sulfate, and evaporated to give 4-(tert-butoxycarbonylamino-methyl)-2-... Starting materials: C1=CC=CC2=C1CCCCC2O (6,7,8,9-Tetrahydro-5H-benzocyclohepten-5-ol), C1(=CC=C(C=C1)S(=O)(=O)O)C (p-toluene sulfonic acid). The solvent is C1=CC=CC=C1 (benzene). Yields the product C1=CC=CC2=C1C=CCCC2 (6,7-Dihydro-5H-benzocycloheptene). The yield is 90.1%. As a reaction SMILES: [CH:1]1[C:6]2[CH2:7][CH2:8][CH2:9][CH2:10][CH:11](O)[C:5]=2[CH:4]=[CH:3][CH:2]=1.C1(C)C=CC(S(O)(=O)=O)=CC=1>C1C=CC=CC=1>[CH:4]1[C:5]2[CH:11]=[CH:10][CH2:9][CH2:8][CH2:7][C:6]=2[CH:1]=[CH:2][CH:3]=1. Procedure: To a solution of 1.6 g (10 mmol) of 6,7,8,9-Tetrahydro-5H-benzocyclohepten-5-ol in 75 mL of benzene was added p-toluene sulfonic acid (19 mg, 0.1 mmol). The mixture was refluxed overnight using Dean-Stark equipment. After removal of the solvent, the residue was repartitioned between ethyl acetate and water. The organic layers was washed with saturated sodium bicarbonate solution, water and brine and dried over sodium sulfate. Removal of the solvent gave 1.3 g (88%) of 6,7-Dihydro-5H-benzocyclohe... Starting materials: C(C)OC(=O)C1(CCNCC1)CCOC (4-(2-methoxy-ethyl)-piperidine-4-carboxylic acid ethyl ester), FC(C1=C(C=CC=C1)S(=O)(=O)Cl)(F)F (2-trifluoromethyl-benzenesulfonyl chloride), FC(C(OC1=CC=C(C=C1)N)C)(F)F (4-(2,2,2-trifluoro-1-methyl-ethoxy)-phenylamine). Product: C(C)(C)OC1=CC=C(C=C1)N1C(C2(CC1)CCN(CC2)S(=O)(=O)C2=C(C=CC=C2)C(F)(F)F)=O (2-(4-Isopropoxy-phenyl)-8-(2-trifluoromethyl-benzenesulfonyl)-2,8-diaza-spiro[4.5]decan-1-one). Reaction SMILES: C(O[C:4]([C:6]1([CH2:12][CH2:13]OC)[CH2:11][CH2:10][NH:9][CH2:8][CH2:7]1)=[O:5])C.[F:16][C:17]([F:29])([F:28])[C:18]1[CH:23]=[CH:22][CH:21]=[CH:20][C:19]=1[S:24](Cl)(=[O:26])=[O:25].F[C:31](F)(F)[CH:32]([CH3:41])[O:33][C:34]1[CH:39]=[CH:38][C:37]([NH2:40])=[CH:36][CH:35]=1>>[CH:32]([O:33][C:34]1[CH:39]=[CH:38][C:37]([N:40]2[CH2:13][CH2:12][C:6]3([CH2:7][CH2:8][N:9]([S:24]([C:19]4[CH:20]=[CH:21][CH:22]=[CH:23][C:18]=4[C:17]([F:29])([F:28])[F:16])(=[O:26])=[O:25])[CH2:10][CH2:11]3)[C:4]2=[O:5])=[CH:36][CH:35]=1)([CH3:41])[CH3:31]. Procedure details: Light brown solid. MS (ESI): 551.14 (MH+). This example was prepared in analogy to example 1 step C) to D) from 4-(2-methoxy-ethyl)-piperidine-4-carboxylic acid ethyl ester (example 1 step B)), 2-trifluoromethyl-benzenesulfonyl chloride, 4-(2,2,2-trifluoro-1-methyl-ethoxy)-phenylamine. Starting materials: ClC1=NC(=C2N=C(N(C2=N1)C)CN1CCC(CC1)C1COC1)N1CCOCC1 (2-chloro-9-methyl-6-morpholin-4-yl-8-(4-oxetan-3-ylpiperidin-1-ylmethyl)-9H-purine), C1(CC1)C1=NC2=C(N1)C=CC=C2 (2-cyclopropyl-1H-benzoimidazole), CC(C)C1=CC(=C(C(=C1)C(C)C)C2=C(C=CC=C2)P(C3CCCCC3)C4CCCCC4)C(C)C (Xphos), C([O-])([O-])=O.[Cs+].[Cs+] (cesium carbonate). The reagents and catalysts are C=1C=CC(=CC1)/C=C/C(=O)/C=C/C2=CC=CC=C2.C=1C=CC(=CC1)/C=C/C(=O)/C=C/C2=CC=CC=C2.C=1C=CC(=CC1)/C=C/C(=O)/C=C/C2=CC=CC=C2.[Pd].[Pd] (Pd2dba3). The solvent is CN(C)C=O (DMF). Product: C1(CC1)C1=NC2=C(N1C1=NC(=C3N=C(N(C3=N1)C)CN1CCC(CC1)C1COC1)N1CCOCC1)C=CC=C2 (4-(2-(2-cyclopropyl-1H-benzo[d]imidazol-1-yl)-9-methyl-8-((4-(oxetan-3-yl)piperidin-1-yl)methyl)-9H-purin-6-yl)morpholine). As a reaction SMILES: Cl[C:2]1[N:10]=[C:9]2[C:5]([N:6]=[C:7]([CH2:12][N:13]3[CH2:18][CH2:17][CH:16]([CH:19]4[CH2:22][O:21][CH2:20]4)[CH2:15][CH2:14]3)[N:8]2[CH3:11])=[C:4]([N:23]2[CH2:28][CH2:27][O:26][CH2:25][CH2:24]2)[N:3]=1.[CH:29]1([C:32]2[NH:36][C:35]3[CH:37]=[CH:38][CH:39]=[CH:40][C:34]=3[N:33]=2)[CH2:31][CH2:30]1.CC(C1C=C(C(C)C)C(C2C=CC=CC=2P(C2CCCCC2)C2CCCCC2)=C(C(C)C)C=1)C.C(=O)([O-])[O-].[Cs+].[Cs+]>CN(C=O)C.C1C=CC(/C=C/C(/C=C/C2C=CC=CC=2)=O)=CC=1.C1C=CC(/C=C/C(/C=C/C2C=CC=CC=2)=O)=CC=1.C1C=CC(/C=C/C(/C=C/C2C=CC=CC=2)=O)=CC=1.[Pd].[Pd]>[CH:29]1([C:32]2[N:33]([C:2]3[N:10]=[C:9]4[C:5]([N:6]=[C:7]([CH2:12][N:13]5[CH2:18][CH2:17][CH:16]([CH:19]6[CH2:22][O:21][CH2:20]6)[CH2:15][CH2:14]5)[N:8]4[CH3:11])=[C:4]([N:23]4[CH2:28][CH2:27][O:26][CH2:25][CH2:24]4)[N:3]=3)[C:34]3[CH:40]=[CH:39][CH:38]=[CH:37][C:35]=3[N:36]=2)[CH2:31][CH2:30]1 |f:3.4.5,7.8.9.10.11|. Procedure: A mixture of 2-chloro-9-methyl-6-morpholin-4-yl-8-(4-oxetan-3-ylpiperidin-1-ylmethyl)-9H-purine (100 mg, 0.25 mmol), 2-cyclopropyl-1H-benzoimidazole (47 mg, 0.30 mmol), Pd2dba3 (6 mg, 0.006 mmol), Xphos (12 mg, 0.025 mmol) and cesium carbonate (121 mg, 0.37 mmol) in DMF (2 mL) was purged with argon gas then subjected to microwave irradiation at 145° C. for 30 min. The reaction mixture was loaded onto an Isolute® SCX-2 cartridge (10 g), which was washed with MeOH/DCM before the desired product wa...